From a dataset of the Open Reaction Database (ORD), a public repository of structured organic reaction records. describe an organic reaction: reactants, conditions, products, and yield Starting materials: BrC=1C=CC2=C(OC3=C2C=CC(=C3)Br)C1 (3,7-Dibromo-dibenzofuran), [Cu]C#N (copper(I) cyanide), CN(C)C=O (DMF), ice water. Run at time 5 hour. Product: C(#N)C=1C=CC2=C(OC3=C2C=CC(=C3)C#N)C1 (3,7-Dicyano-dibenzofuran). Isolated yield 97.4%. As a reaction SMILES: Br[C:2]1[CH:3]=[CH:4][C:5]2[C:9]3[CH:10]=[CH:11][C:12](Br)=[CH:13][C:8]=3[O:7][C:6]=2[CH:15]=1.[Cu][C:17]#[N:18].[CH3:19][N:20](C=O)C>>[C:19]([C:2]1[CH:3]=[CH:4][C:5]2[C:9]3[CH:10]=[CH:11][C:12]([C:17]#[N:18])=[CH:13][C:8]=3[O:7][C:6]=2[CH:15]=1)#[N:20]. Reported procedure: A suspension of 3,7-dibromo-dibenzofuran (18, 10.27 g, 31.51 mmol) and copper(I) cyanide (8.23 g, 94.5 mmol) in DMF (80 mL) was refluxed under N2 for 6 h. The reaction mixture was poured into ice-water (300 mL). The precipitated solid was collected and stirred for 5 h in a solution of ethylenediamine (50 mL) in water (300 mL). The solid was filtered off, washed with water, then stirred in 10% sodium cyanide solution (100 mL) for 4 h. The solid was further purified by suspension in hot ethanol (1... Starting materials: C(C1=CC=CC=C1)OC1=CC=C(C=C1)NC1=NC=CC(=C1C(=O)OC)C(F)(F)F (methyl 2-{[4-(benzyloxy)phenyl]amino}-4-(trifluoromethyl)pyridine-3-carboxylate), [OH-].[Na+] (NaOH). The solvent is CO (MeOH). Conditions: temperature 60 celsius, time 3 hour. Product: C(C1=CC=CC=C1)OC1=CC=C(C=C1)NC1=NC=CC(=C1C(=O)O)C(F)(F)F (2-{[4-(benzyloxy)phenyl]amino}-4-(trifluoromethyl)pyridine-3-carboxylic acid). The yield is 89.8%. As a reaction SMILES: [CH2:1]([O:8][C:9]1[CH:14]=[CH:13][C:12]([NH:15][C:16]2[C:21]([C:22]([O:24]C)=[O:23])=[C:20]([C:26]([F:29])([F:28])[F:27])[CH:19]=[CH:18][N:17]=2)=[CH:11][CH:10]=1)[C:2]1[CH:7]=[CH:6][CH:5]=[CH:4][CH:3]=1.[OH-].[Na+]>CO>[CH2:1]([O:8][C:9]1[CH:10]=[CH:11][C:12]([NH:15][C:16]2[C:21]([C:22]([OH:24])=[O:23])=[C:20]([C:26]([F:29])([F:27])[F:28])[CH:19]=[CH:18][N:17]=2)=[CH:13][CH:14]=1)[C:2]1[CH:3]=[CH:4][CH:5]=[CH:6][CH:7]=1 |f:1.2|. Procedure: To a mixture of methyl 2-{[4-(benzyloxy)phenyl]amino}-4-(trifluoromethyl)pyridine-3-carboxylate (255 mg) in MeOH (5 mL) was added 1N NaOH (2.54 mL), and the mixture was stirred at 60° C. for 3 h. After MeOH was evaporated, to the water phase was added 1N HCl (pH=ca. 2). The precipitate was collected by filtration to give the title compound (221 mg). The reactants are NC=1SC2=C(N1)C=CC=C2 (2-aminobenzothiazole), C(C)N=C=NCCCN(C)C (1-Ethyl-3-(3-Dimethylaminopropyl)carbodiimide), ON1N=NC2=C1C=CC=C2 (1-hydroxy-1,2,3-benzotriazole), COC1=C(OCC(=O)O)C=C(C=C1)\C=C/C1=CC(=C(C(=C1)OC)OC)OC (2-{2-methoxy-5-[(Z)-2-(3,4,5-trimethoxyphenyl)-1-ethenyl]phenoxy}acetic acid). Run in ClCCl (dichloromethane), O (water). Product: S1C(=NC2=C1C=CC=C2)NC(COC2=C(C=CC(=C2)\C=C/C2=CC(=C(C(=C2)OC)OC)OC)OC)=O (N1-(1,3-Benzothiazol-2-yl)-2-{2-methoxy-5-[(Z)-2-(3,4,5-trimethoxyphenyl)-1-ethenyl]phenoxy}acetamide). Yield: 78.0%. Reaction SMILES: [NH2:1][C:2]1[S:3][C:4]2[CH:10]=[CH:9][CH:8]=[CH:7][C:5]=2[N:6]=1.C(N=C=NCCCN(C)C)C.ON1C2C=CC=CC=2N=N1.[CH3:32][O:33][C:34]1[CH:44]=[CH:43][C:42](/[CH:45]=[CH:46]\[C:47]2[CH:52]=[C:51]([O:53][CH3:54])[C:50]([O:55][CH3:56])=[C:49]([O:57][CH3:58])[CH:48]=2)=[CH:41][C:35]=1[O:36][CH2:37][C:38](O)=[O:39]>ClCCl.O>[S:3]1[C:4]2[CH:10]=[CH:9][CH:8]=[CH:7][C:5]=2[N:6]=[C:2]1[NH:1][C:38](=[O:39])[CH2:37][O:36][C:35]1[CH:41]=[C:42](/[CH:45]=[CH:46]\[C:47]2[CH:52]=[C:51]([O:53][CH3:54])[C:50]([O:55][CH3:56])=[C:49]([O:57][CH3:58])[CH:48]=2)[CH:43]=[CH:44][C:34]=1[O:33][CH3:32]. Procedure details: To a solution of 2-aminobenzothiazole (150 mg, 1.0 mmol) in dichloromethane (20 mL) was added 1-Ethyl-3-(3-Dimethylaminopropyl)carbodiimide (EDC) (191 mg, 1.0 mmol) and 1-hydroxy-1,2,3-benzotriazole (HOBt) (13.5 mg, 0.1 mmol). Then added 2-{2-methoxy-5-[(Z)-2-(3,4,5-trimethoxyphenyl)-1-ethenyl]phenoxy}acetic acid (1) (374 mg, 1.0 mmol) and the reaction mixture was stirred at a temperature of 25° C. for 24 h and the reaction was monitored by TLC. Then to this water is added and extracted with dic...